This data is from the Open Reaction Database (ORD), a public repository of structured organic reaction records. The task is: describe an organic reaction: reactants, conditions, products, and yield Starting materials: O=S1(N(C(CCN1)C)C1=C(C=C(C(=O)OC)C=C1)C)=O (methyl 4-(1,1-dioxo-3-methyl-[1,2,6]thiadiazinan-2-yl)-3-methyl-benzoate), [OH-].[Li+] (lithium hydroxide), C(C)O (ethanol). Product: O=S1(N(CCCN1C)C1=C(C=C(C(=O)O)C=C1)C)=O (4-(1,1-dioxo-6-methyl-[1,2,6]thiadiazinan-2-yl)-3-methyl-benzoic acid). As a reaction SMILES: [O:1]=[S:2]1(=[O:20])[NH:7][CH2:6][CH2:5][CH:4](C)[N:3]1[C:9]1[CH:18]=[CH:17][C:12]([C:13]([O:15]C)=[O:14])=[CH:11][C:10]=1[CH3:19].[OH-].[Li+].[CH2:23](O)C>>[O:1]=[S:2]1(=[O:20])[N:7]([CH3:23])[CH2:6][CH2:5][CH2:4][N:3]1[C:9]1[CH:18]=[CH:17][C:12]([C:13]([OH:15])=[O:14])=[CH:11][C:10]=1[CH3:19] |f:1.2|. Procedure details: Prepared analogously to Example 39d from methyl 4-(1,1-dioxo-3-methyl-[1,2,6]thiadiazinan-2-yl)-3-methyl-benzoate and lithium hydroxide in ethanol. Starting materials: O=C(CBr)c1ccccc1, O=C1NC(=O)c2ccccc21, [K], CN(C)C=O, O. The product is O=C(CN1C(=O)c2ccccc2C1=O)c1ccccc1. As a reaction SMILES: [Br:1][CH2:2][C:3](=[O:4])[c:5]1[cH:6][cH:7][cH:8][cH:9][cH:10]1.[C:11]1(=[O:21])[c:12]2[c:13]([cH:17][cH:18][cH:19][cH:20]2)[C:14](=[O:16])[NH:15]1.[K:22].[O:24]=[CH:25][N:26]([CH3:27])[CH3:28].[OH2:23]>>[CH2:2]([C:3](=[O:4])[c:5]1[cH:6][cH:7][cH:8][cH:9][cH:10]1)[N:15]1[C:11](=[O:21])[c:12]2[c:13]([cH:17][cH:18][cH:19][cH:20]2)[C:14]1=[O:16]. Starting materials: ClC(=O)OCC (Ethyl chloroformate), NC1=C(C=C(C=C1)O)F (4-amino-3-fluorophenol), Cl (hydrochloric acid). Run in [OH-].[Na+] (NaOH). Run at temperature 80 celsius. Product: C(C)OC(NC1=C(C=C(C=C1)O)F)=O ((2-Fluoro-4-hydroxyphenyl)carbamic acid ethyl ester). As a reaction SMILES: Cl[C:2]([O:4][CH2:5][CH3:6])=[O:3].[NH2:7][C:8]1[CH:13]=[CH:12][C:11]([OH:14])=[CH:10][C:9]=1[F:15].Cl>[OH-].[Na+]>[CH2:5]([O:4][C:2](=[O:3])[NH:7][C:8]1[CH:13]=[CH:12][C:11]([OH:14])=[CH:10][C:9]=1[F:15])[CH3:6] |f:3.4|. Procedure: Ethyl chloroformate (0.37 ml, 3.9 mmol) was added to a stirring solution of 4-amino-3-fluorophenol (0.5 g, 3.9 mmol) in 2 ml of 10% NaOH. The reaction mixture was heated at 80° C. for 30 min. After cooling, the solution was acidified with hydrochloric acid to give the product. 1H NMR (400 MHz, DMSO-d6): 1.20 (3H, t, J=7.0 Hz), 4.06 (2H, q, J=7.0 Hz), 6.53-6.59 (2H, m), 7.16-7.21 (1H, m), 8.79 (1H, s), 9.72 (1H, s). Starting materials: C(CCC)OC(=O)C(CCC1=CC=CC=C1)NC1C(N(CC(SC1)C=1SC=CC1)CC(=O)OC(C)(C)C)=O (t-Butyl α-[6-(1-butoxycarbonyl-3-phenylpropylamino)-5-oxo-2-(2-thienyl)perhydro-1,4-thiazepin-4-yl]acetate), FC(C(=O)O)(F)F (trifluoroacetic acid). Yields the product C(CCC)OC(=O)C(CCC1=CC=CC=C1)NC1C(N(CC(SC1)C=1SC=CC1)CC(=O)O)=O (α-[6-(1-Butoxycarbonyl-3-phenylpropylamino)-5-oxo-2-(2-thienyl)perhydro-1,4-thiazepin-4-yl]acetic acid). RXN SMILES: [CH2:1]([O:5][C:6]([CH:8]([NH:17][CH:18]1[CH2:24][S:23][CH:22]([C:25]2[S:26][CH:27]=[CH:28][CH:29]=2)[CH2:21][N:20]([CH2:30][C:31]([O:33]C(C)(C)C)=[O:32])[C:19]1=[O:38])[CH2:9][CH2:10][C:11]1[CH:16]=[CH:15][CH:14]=[CH:13][CH:12]=1)=[O:7])[CH2:2][CH2:3][CH3:4].FC(F)(F)C(O)=O>>[CH2:1]([O:5][C:6]([CH:8]([NH:17][CH:18]1[CH2:24][S:23][CH:22]([C:25]2[S:26][CH:27]=[CH:28][CH:29]=2)[CH2:21][N:20]([CH2:30][C:31]([OH:33])=[O:32])[C:19]1=[O:38])[CH2:9][CH2:10][C:11]1[CH:16]=[CH:15][CH:14]=[CH:13][CH:12]=1)=[O:7])[CH2:2][CH2:3][CH3:4]. Reported procedure: Following the procedure described in Example 43, 120 mg of isomer B of t-butyl α-[6-(1-butoxycarbonyl-3-phenylpropylamino)-5-oxo-2-(2-thienyl)perhydro-1,4-thiazepin-4-yl]acetate (prepared as described in Example 52) were de-t-butylated using trifluoroacetic acid, to afford 75 mg of the title compound as a powder. Starting materials: C(C)(C)(C)OC(=O)NOCCOCCOCCONC(=O)OC(C)(C)C (1,2-Bis(2-(tert-butyloxycarbonyl)aminooxyethoxy)ethane). The solvent is CCOC(=O)C (EtOAc), Cl (HCl). The product is NOCCOCCOCCON (1,2-Bis(2-aminooxyethoxy)ethane). Yield: 27.2%. As a reaction SMILES: C(OC([NH:8][O:9][CH2:10][CH2:11][O:12][CH2:13][CH2:14][O:15][CH2:16][CH2:17][O:18][NH:19]C(OC(C)(C)C)=O)=O)(C)(C)C>CCOC(C)=O.Cl>[NH2:19][O:18][CH2:17][CH2:16][O:15][CH2:14][CH2:13][O:12][CH2:11][CH2:10][O:9][NH2:8]. Procedure: Compound 36 (559 mg, 1.47 mmol) was dissolved in 15 mL of of EtOAc, and HCl gas was bubbled through the solution for 30 minutes. The mixture was concentrated under vacuum to provide 72 mg (90%) of compound 37 as the HCl salt as a sticky residue: 1H NMR (D2O) δ 3.75 (s, 4H), 3.87 (m, 4H), 4.27 (m, 4H); mass spectrum (ES) m/z calculated for C6H17N2O4 (M+H): 181.1. Found: 181.1.